From a dataset of the Open Reaction Database (ORD), a public repository of structured organic reaction records. describe an organic reaction: reactants, conditions, products, and yield Reactants: COS(=O)(=O)OC, CC(Oc1ccc(Oc2ccc(C(F)(F)F)cc2)cc1)C(=O)[O-], [Na+], O, Cc1ccccc1C. The product is COC(=O)C(C)Oc1ccc(Oc2ccc(C(F)(F)F)cc2)cc1. Reaction SMILES: [CH3:1][O:2][S:3]([O:4][CH3:5])(=[O:6])=[O:7].[F:8][C:9]([c:10]1[cH:11][cH:12][c:13]([O:14][c:15]2[cH:16][cH:17][c:18]([O:19][CH:20]([C:21](=[O:22])[O-:23])[CH3:24])[cH:25][cH:26]2)[cH:27][cH:28]1)([F:29])[F:30].[Na+:31].[OH2:32].[c:33]1([CH3:34])[c:35]([CH3:36])[cH:37][cH:38][cH:39][cH:40]1>>[CH3:1][O:22][C:21]([CH:20]([O:19][c:18]1[cH:17][cH:16][c:15]([O:14][c:13]2[cH:12][cH:11][c:10]([C:9]([F:8])([F:29])[F:30])[cH:28][cH:27]2)[cH:26][cH:25]1)[CH3:24])=[O:23]. Reactants: C(CCC)[Li] (n-butyllithium), ice, C1=CC=CC2=NC3=CC=CC=C3C=C12 (acridine), CN(CCN(C)C)C (TMEDA), hexanes, [OH-].[K+] (potassium hydroxide), aqueous solution. Reagents/catalysts: [Fe-3](C#N)(C#N)(C#N)(C#N)(C#N)C#N.[K+].[K+].[K+] (potassium ferricyanide). The solvent is C(C)#N (acetonitrile), C1CCOC1 (THF). Run at temperature 0 celsius, time 2 hour. The product is C(CCC)C=1C2=CC=CC=C2N=C2C=CC=CC12 (9-butylacridine). The yield is 83.0%. Reaction SMILES: [CH:1]1[C:14]2[C:5](=[N:6][C:7]3[C:12]([CH:13]=2)=[CH:11][CH:10]=[CH:9][CH:8]=3)[CH:4]=[CH:3][CH:2]=1.CN(C)CCN(C)C.[CH2:23]([Li])[CH2:24][CH2:25][CH3:26].[OH-].[K+]>C1COCC1.C(#N)C.[Fe-3](C#N)(C#N)(C#N)(C#N)(C#N)C#N.[K+].[K+].[K+]>[CH2:23]([C:13]1[C:14]2[C:5]([N:6]=[C:7]3[C:12]=1[CH:11]=[CH:10][CH:9]=[CH:8]3)=[CH:4][CH:3]=[CH:2][CH:1]=2)[CH2:24][CH2:25][CH3:26] |f:3.4,7.8.9.10|. Reported procedure: To an ice-cooled solution of acridine (24.8 g, 0.139 mol) and TMEDA (N,N,N′,N′-tetramethylethylenediamine) (5.0 ml, 0.034 mol) in THF (160 mL), was slowly added 2.5 M n-butyllithium in hexanes (162 mL, 0.405 mol). The resulting solution was stirred at 0° C. for 2 hours and quenched with water. After stirring for an additional 0.5 hour, the reaction mixture was poured into ice-water and extracted with ethyl acetate. The organic layer was washed with water several times and dried over MgSO4. Remov... Starting materials: Clc1ncnc2c1cnn2-c1ccc(Br)cc1, C1CCOC1, CC(C)OC(=O)N1CCC(O)CC1, [H-], [Na+]. The product is CC(C)OC(=O)N1CCC(Oc2ncnc3c2cnn3-c2ccc(Br)cc2)CC1. Reaction SMILES: [Br:16][c:17]1[cH:18][cH:19][c:20](-[n:23]2[n:24][cH:25][c:26]3[c:27]2[n:28][cH:29][n:30][c:31]3[Cl:32])[cH:21][cH:22]1.[CH2:33]1[O:34][CH2:35][CH2:36][CH2:37]1.[CH:1]([CH3:2])([CH3:3])[O:4][C:5](=[O:6])[N:7]1[CH2:8][CH2:9][CH:10]([OH:13])[CH2:11][CH2:12]1.[H-:14].[Na+:15]>>[CH:1]([CH3:2])([CH3:3])[O:4][C:5](=[O:6])[N:7]1[CH2:8][CH2:9][CH:10]([O:13][c:31]2[c:26]3[cH:25][n:24][n:23](-[c:20]4[cH:19][cH:18][c:17]([Br:16])[cH:22][cH:21]4)[c:27]3[n:28][cH:29][n:30]2)[CH2:11][CH2:12]1. Starting materials: C(C)OC(C(C)P(=O)(OCC)OCC)=O (2-(diethoxy-phosphoryl)-propionic acid ethyl ester), C1CCC2=NCCCN2CC1 (DBU), C1(CC1)N1C(=NN=C1C1=CC=NC=C1)CO ((4-cyclopropyl-5-pyridin-4-yl-4H-[1,2,4]triazol-3-yl)-methanol). The reagents and catalysts are O=[Mn]=O (MnO2). Solvent: C(C)#N (acetonitrile). Reaction conditions: temperature 80 celsius. Product: C(C)OC(C(=CC1=NN=C(N1C1CC1)C1=CC=NC=C1)C)=O (3-(4-Cyclopropyl-5-pyridin-4-yl-4H-[1,2,4]triazol-3-yl)-2-methyl-acrylic acid ethyl ester). RXN SMILES: [CH:1]1([N:4]2[C:8]([C:9]3[CH:14]=[CH:13][N:12]=[CH:11][CH:10]=3)=[N:7][N:6]=[C:5]2[CH2:15]O)[CH2:3][CH2:2]1.[CH2:17]([O:19][C:20](=[O:31])[CH:21](P(OCC)(OCC)=O)[CH3:22])[CH3:18].C1CCN2C(=NCCC2)CC1>C(#N)C.O=[Mn]=O>[CH2:17]([O:19][C:20](=[O:31])[C:21]([CH3:22])=[CH:15][C:5]1[N:4]([CH:1]2[CH2:2][CH2:3]2)[C:8]([C:9]2[CH:10]=[CH:11][N:12]=[CH:13][CH:14]=2)=[N:7][N:6]=1)[CH3:18]. Procedure details: (4-cyclopropyl-5-pyridin-4-yl-4H-[1,2,4]triazol-3-yl)-methanol (6.8 g, 31.4 mmol) was mixed with MnO2 (40 g, 0.46 mol) in acetonitrile at r.t. for 2 hours and then heated at 80° C. for another 30 min. The reaction mixture was filtered through celite. The filtrate was mixed with 2-(diethoxy-phosphoryl)-propionic acid ethyl ester (12.35 g, 51.8 mmol) and DBU (7.17 g, 47 mmol) at 80 to 90° C. for 4 h. The reaction mixture was concentrated, dissolved in EA and washed with water and brine. The organi... Starting materials: OC1=C(C(=O)C2=CC=CC=C2)C=CC(=C1)O (2,4-dihydroxybenzophenone), C(C1CO1)OCCC[Si](OC)(OC)OC (γ-glycidoxypropyltrimethoxysilane), Adduct I. Reagents/catalysts: [Cl-].C[N+](C)(C)C (tetramethylammonium chloride). Run at temperature 80 celsius. Yields the product OC1=C(C(=O)C2=CC=CC=C2)C=CC(=C1)O.C(C1CO1)OCCC[Si](OC)(OC)OC (2,4-DIHYDROXYBENZOPHENONE γ-GLYCIDOXYPROPYLTRIMETHOXYSILANE). RXN SMILES: [OH:1][C:2]1[CH:15]=[C:14]([OH:16])[CH:13]=[CH:12][C:3]=1[C:4]([C:6]1[CH:11]=[CH:10][CH:9]=[CH:8][CH:7]=1)=[O:5].[CH2:17]([O:21][CH2:22][CH2:23][CH2:24][Si:25]([O:30][CH3:31])([O:28][CH3:29])[O:26][CH3:27])[CH:18]1[O:20][CH2:19]1>[Cl-].C[N+](C)(C)C>[OH:1][C:2]1[CH:15]=[C:14]([OH:16])[CH:13]=[CH:12][C:3]=1[C:4]([C:6]1[CH:11]=[CH:10][CH:9]=[CH:8][CH:7]=1)=[O:5].[CH2:17]([O:21][CH2:22][CH2:23][CH2:24][Si:25]([O:26][CH3:27])([O:30][CH3:31])[O:28][CH3:29])[CH:18]1[O:20][CH2:19]1 |f:2.3,4.5|. Procedure: The above compound (Adduct I, was prepared by heating a mixture of 10.7 g (0.05 mole) of 2,4-dihydroxybenzophenone and 12.04 g (0.051 mole) of γ-glycidoxypropyltrimethoxysilane under nitrogen in the presence of 0.1 g of tetramethylammonium chloride. The mixture was stirred and gradually heated to 75°-80° C., then maintained at this temperature for 8 hours. During this period it changed into a homogeneous, viscous oil. An equivalent product was obtained when the reactants were heated at 80° C. fo... Product: CC1(O)c2cc(C(=O)O)ccc2CCC1n1ccnc1. As a reaction SMILES: [K:16].[K:27].[O:1]1[CH:2]2[CH2:3][CH2:4][c:5]3[cH:6][cH:7][c:8]([C:13](=[O:14])[OH:15])[cH:9][c:10]3[C:11]12[CH3:12].[O:28]=[CH:29][N:30]([CH3:31])[CH3:32].[nH:17]1[cH:18][n:19][cH:20][cH:21]1.[nH:22]1[cH:23][cH:24][n:25][cH:26]1>>[OH:1][C:11]1([CH3:12])[CH:2]([n:17]2[cH:18][n:19][cH:20][cH:21]2)[CH2:3][CH2:4][c:5]2[cH:6][cH:7][c:8]([C:13](=[O:14])[OH:15])[cH:9][c:10]21. The reactants are [K], [K], CC12OC1CCc1ccc(C(=O)O)cc12, CN(C)C=O, c1c[nH]cn1, c1c[nH]cn1. Reactants: C(C)C1=CC=2C3C(NC2C=C1)CCNC3 (8-ethyl-2,3,4,4a,5,9b-hexahydro-1H-pyrido[4,3-b]indole), FC1=CC=C(C(=O)CCCCl)C=C1 (γ-(p-fluorobenzoyl)propyl chloride), C([O-])([O-])=O.[K+].[K+] (potassium carbonate), [I-].[K+] (potassium iodide). The solvent is C(C)C(=O)C (methyl ethyl ketone). Run at time 9 hour. Yields the product C(C)C1=CC=2C3C(NC2C=C1)CCN(C3)CCCC(C3=CC=C(C=C3)F)=O (8-ethyl-2-[γ-(p-fluorobenzoyl)propyl]-2,3,4,4a,5,9b-hexahydro-1H-pyrido[4,3-b]indole). RXN SMILES: [CH2:1]([C:3]1[CH:11]=[CH:10][C:9]2[NH:8][CH:7]3[CH2:12][CH2:13][NH:14][CH2:15][CH:6]3[C:5]=2[CH:4]=1)[CH3:2].[F:16][C:17]1[CH:28]=[CH:27][C:20]([C:21]([CH2:23][CH2:24][CH2:25]Cl)=[O:22])=[CH:19][CH:18]=1.C(=O)([O-])[O-].[K+].[K+].[I-].[K+]>C(C(C)=O)C>[CH2:1]([C:3]1[CH:11]=[CH:10][C:9]2[NH:8][CH:7]3[CH2:12][CH2:13][N:14]([CH2:25][CH2:24][CH2:23][C:21](=[O:22])[C:20]4[CH:19]=[CH:18][C:17]([F:16])=[CH:28][CH:27]=4)[CH2:15][CH:6]3[C:5]=2[CH:4]=1)[CH3:2] |f:2.3.4,5.6|. Procedure: To methyl ethyl ketone (120 ml) are added 8-ethyl-2,3,4,4a,5,9b-hexahydro-1H-pyrido[4,3-b]indole (9 g), γ-(p-fluorobenzoyl)propyl chloride (12 g), potassium carbonate (12 g) and potassium iodide (11 g), and the mixture is refluxed with stirring for 9 hours. After cooling, the insoluble materials are filtered off and the filtrate is concentrated. The resulting residue is dissolved in a dilute hydrochloric acid and the solution is washed with benzene. The dilute hydrochloric acid layer is made alk... Starting materials: C(CCCCCCCCCCCCC)(=O)OC[C@H](CSC[C@@H](C(=O)OC(C)(C)C)NC(=O)OCC1C2=CC=CC=C2C=2C=CC=CC12)OC(CCCCCCCCCCCCC)=O ((R)-3-((R)-2-(((9H-fluoren-9-yl)methoxy)carbonylamino)-3-tert-butoxy-3-oxopropylthio)propane-1,2-diyl ditetradecanoate), C(CCCCCCCCCCC)(=O)O[C@@H](CSC[C@H](NC(OCC1C2=CC=CC=C2C=2C=CC=CC12)=O)C(=O)O)COC(CCCCCCCCCCC)=O ((5R,9R)-9-(dodecanoyloxy)-1-(9H-fluoren-9-yl)-3,12-dioxo-2,11-dioxa-7-thia-4-azatricosane-5-carboxylic acid). Yields the product C1=CC=CC=2C3=CC=CC=C3C(C12)COC(N[C@@H](CSC[C@@H](COC(CCCCCCCCCCCCC)=O)OC(CCCCCCCCCCCCC)=O)C(=O)O)=O ((5R,9R)-1-(9H-fluoren-9-yl)-3,12-dioxo-9-(tetradecanoyloxy)-2,11-dioxa-7-thia-4-azapentacosane-5-carboxylic acid). Reaction SMILES: [C:1]([O:16][CH2:17][C@@H:18]([O:48][C:49](=[O:63])[CH2:50][CH2:51][CH2:52][CH2:53][CH2:54][CH2:55][CH2:56][CH2:57][CH2:58][CH2:59][CH2:60][CH2:61][CH3:62])[CH2:19][S:20][CH2:21][C@H:22]([NH:30][C:31]([O:33][CH2:34][CH:35]1[C:47]2[CH:46]=[CH:45][CH:44]=[CH:43][C:42]=2[C:41]2[C:36]1=[CH:37][CH:38]=[CH:39][CH:40]=2)=[O:32])[C:23]([O:25]C(C)(C)C)=[O:24])(=[O:15])[CH2:2][CH2:3][CH2:4][CH2:5][CH2:6][CH2:7][CH2:8][CH2:9][CH2:10][CH2:11][CH2:12][CH2:13][CH3:14].C(O[C@H](COC(=O)CCCCCCCCCCC)CSC[C@@H](C(O)=O)NC(=O)OCC1C2C=CC=CC=2C2C1=CC=CC=2)(=O)CCCCCCCCCCC>>[CH:37]1[C:36]2[CH:35]([CH2:34][O:33][C:31](=[O:32])[NH:30][C@H:22]([C:23]([OH:25])=[O:24])[CH2:21][S:20][CH2:19][C@H:18]([O:48][C:49](=[O:63])[CH2:50][CH2:51][CH2:52][CH2:53][CH2:54][CH2:55][CH2:56][CH2:57][CH2:58][CH2:59][CH2:60][CH2:61][CH3:62])[CH2:17][O:16][C:1](=[O:15])[CH2:2][CH2:3][CH2:4][CH2:5][CH2:6][CH2:7][CH2:8][CH2:9][CH2:10][CH2:11][CH2:12][CH2:13][CH3:14])[C:47]3[C:42](=[CH:43][CH:44]=[CH:45][CH:46]=3)[C:41]=2[CH:40]=[CH:39][CH:38]=1. Reported procedure: The product was prepared from (R)-3-((R)-2-(((9H-fluoren-9-yl)methoxy)carbonylamino)-3-tert-butoxy-3-oxopropylthio)propane-1,2-diyl ditetradecanoate by following the procedure described for compound 6. Reactants: Cc1cccc(CCOc2ccc(C#N)cc2)n1, O=CO. The product is Cc1cccc(CCOc2ccc(C=O)cc2)n1. As a reaction SMILES: [CH3:1][c:2]1[cH:3][cH:4][cH:5][c:6]([CH2:8][CH2:9][O:10][c:11]2[cH:12][cH:13][c:14]([C:15]#[N:16])[cH:17][cH:18]2)[n:7]1.[CH:19](=[O:20])[OH:21]>>[CH3:1][c:2]1[cH:3][cH:4][cH:5][c:6]([CH2:8][CH2:9][O:10][c:11]2[cH:12][cH:13][c:14]([CH:15]=[O:20])[cH:17][cH:18]2)[n:7]1. Reactants: Cl.NO (hydroxylamine hydrochloride), BrC=1N=CC(=NC1)NC(C(CC1CCC(CC1)=O)C1=CC(=C(C=C1)S(=O)(=O)C)Cl)=O (N-(5-bromo-pyrazin-2-yl)-2-(3-chloro-4-methanesulfonyl-phenyl)-3-(4-oxo-cyclohexyl)-propionamide). Solvent: CO (methanol), N1=CC=CC=C1 (pyridine). Run at temperature 25 celsius. Product: BrC=1N=CC(=NC1)NC(C(CC1CCC(CC1)=NO)C1=CC(=C(C=C1)S(=O)(=O)C)Cl)=O (N-(5-bromo-pyrazin-2-yl)-2-(3-chloro-4-methanesulfonyl-phenyl)-3-(4-hydroxyimino-cyclohexyl)-propionamide). Isolated yield 80.2%. Reaction SMILES: Cl.[NH2:2][OH:3].[Br:4][C:5]1[N:6]=[CH:7][C:8]([NH:11][C:12](=[O:33])[CH:13]([C:22]2[CH:27]=[CH:26][C:25]([S:28]([CH3:31])(=[O:30])=[O:29])=[C:24]([Cl:32])[CH:23]=2)[CH2:14][CH:15]2[CH2:20][CH2:19][C:18](=O)[CH2:17][CH2:16]2)=[N:9][CH:10]=1>CO.N1C=CC=CC=1>[Br:4][C:5]1[N:6]=[CH:7][C:8]([NH:11][C:12](=[O:33])[CH:13]([C:22]2[CH:27]=[CH:26][C:25]([S:28]([CH3:31])(=[O:30])=[O:29])=[C:24]([Cl:32])[CH:23]=2)[CH2:14][CH:15]2[CH2:20][CH2:19][C:18](=[N:2][OH:3])[CH2:17][CH2:16]2)=[N:9][CH:10]=1 |f:0.1|. Procedure details: A solution of hydroxylamine hydrochloride (13 mg, 0.18 mmol) in methanol (0.5 mL) and pyridine (0.5 mL) was treated with N-(5-bromo-pyrazin-2-yl)-2-(3-chloro-4-methanesulfonyl-phenyl)-3-(4-oxo-cyclohexyl)-propionamide (prepared as in Example 59, 62 mg, 0.12 mmol). The reaction mixture was heated under reflux for 2 h, cooled to 25° C., and concentrated in vacuo to remove methanol. The resulting residue was suspended in ethyl acetate (10 mL), washed with water 1×5 mL), dried over magnesium sulfate...